From a dataset of the Open Reaction Database (ORD), a public repository of structured organic reaction records. describe an organic reaction: reactants, conditions, products, and yield The reactants are O=C(Cl)C(=O)Cl, CN(C)C=O, ClCCCl, Cc1cc(C(=O)O)ccc1[N+](=O)[O-], Nc1nccs1, c1ccncc1. Yields the product Cc1cc(C(=O)Nc2nccs2)ccc1[N+](=O)[O-]. Reaction SMILES: [C:14]([Cl:15])(=[O:16])[C:17]([Cl:18])=[O:19].[CH3:36][N:37]([CH3:38])[CH:39]=[O:40].[Cl:32][CH2:33][CH2:34][Cl:35].[N+:1](=[O:2])([O-:3])[c:4]1[c:5]([CH3:13])[cH:6][c:7]([C:8](=[O:9])[OH:10])[cH:11][cH:12]1.[NH2:20][c:21]1[s:22][cH:23][cH:24][n:25]1.[cH:26]1[cH:27][cH:28][n:29][cH:30][cH:31]1>>[N+:1](=[O:2])([O-:3])[c:4]1[c:5]([CH3:13])[cH:6][c:7]([C:8](=[O:10])[NH:20][c:21]2[s:22][cH:23][cH:24][n:25]2)[cH:11][cH:12]1.